Dataset: the Open Reaction Database (ORD), a public repository of structured organic reaction records. Task: describe an organic reaction: reactants, conditions, products, and yield Reactants: O=C(O)CS(=O)(=O)Cc1ccc(Cl)cc1, O=Cc1ccc(F)cc1. Yields the product O=S(=O)(C=Cc1ccc(F)cc1)Cc1ccc(Cl)cc1. RXN SMILES: [Cl:1][c:2]1[cH:3][cH:4][c:5]([CH2:6][S:7](=[O:8])(=[O:9])[CH2:10][C:11]([OH:12])=[O:13])[cH:14][cH:15]1.[F:16][c:17]1[cH:18][cH:19][c:20]([CH:21]=[O:22])[cH:23][cH:24]1>>[Cl:1][c:2]1[cH:3][cH:4][c:5]([CH2:6][S:7](=[O:8])(=[O:9])[CH:10]=[CH:11][c:20]2[cH:19][cH:18][c:17]([F:16])[cH:24][cH:23]2)[cH:14][cH:15]1. Reactants: Cl.C(C)C=1N=C(NC1C)CC(=O)C1=CC=C(C=C1)F (2-(4-Ethyl-5-methyl-1H-imidazol-2-yl)-1-(4-fluorophenyl)ethanone hydrochloride), C[O-].[Na+] (sodium methylate), C(C#C)(=O)OC (methyl propiolate). The product is C(C)C=1NC=2N(C(C=CC2C(C2=CC=C(C=C2)F)=O)=O)C1C (2-Ethyl-8-(4-fluorobenzoyl)-3-methylimidazo[1,2-a]pyridin-5(1H)-one). Reaction SMILES: Cl.[CH2:2]([C:4]1[N:5]=[C:6]([CH2:10][C:11]([C:13]2[CH:18]=[CH:17][C:16]([F:19])=[CH:15][CH:14]=2)=[O:12])[NH:7][C:8]=1[CH3:9])[CH3:3].C[O-].[Na+].[C:23](OC)(=[O:26])[C:24]#[CH:25]>>[CH2:2]([C:4]1[NH:5][C:6]2[N:7]([C:8]=1[CH3:9])[C:23](=[O:26])[CH:24]=[CH:25][C:10]=2[C:11](=[O:12])[C:13]1[CH:14]=[CH:15][C:16]([F:19])=[CH:17][CH:18]=1)[CH3:3] |f:0.1,2.3|. Procedure: The compound is prepared as described in example 20 with 200 mg (0.71 mmol) of 2-(4-Ethyl-5-methyl-1H-imidazol-2-yl)-1-(4-fluorophenyl)ethanone hydrochloride (example XVIII), 50 mg (0.92 mmol) of sodium methylate and 59.5 mg (0.71 mmol) methyl propiolate. Reactants: BrC1=CC=CC=2C=C(OC21)C(=O)O (7-bromo-1-benzofuran-2-carboxylic acid), COC1=C(C=CC=C1)B(O)O (2-methoxyphenylboronic acid), C([O-])([O-])=O.[Na+].[Na+] (sodium carbonate). The reagents and catalysts are C=1C=CC(=CC1)[P](C=2C=CC=CC2)(C=3C=CC=CC3)[Pd]([P](C=4C=CC=CC4)(C=5C=CC=CC5)C=6C=CC=CC6)([P](C=7C=CC=CC7)(C=8C=CC=CC8)C=9C=CC=CC9)[P](C=1C=CC=CC1)(C=1C=CC=CC1)C=1C=CC=CC1 (Pd(PPh3)4). Solvent: CN(C)C=O (DMF). Reaction conditions: temperature 90 celsius, time 18 hour. Yields the product COC1=C(C=CC=C1)C1=CC=CC=2C=C(OC21)C(=O)O (7-(2-Methoxyphenyl)-1-benzofuran-2-carboxylic acid). As a reaction SMILES: Br[C:2]1[C:10]2[O:9][C:8]([C:11]([OH:13])=[O:12])=[CH:7][C:6]=2[CH:5]=[CH:4][CH:3]=1.[CH3:14][O:15][C:16]1[CH:21]=[CH:20][CH:19]=[CH:18][C:17]=1B(O)O.C(=O)([O-])[O-].[Na+].[Na+]>C1C=CC([P]([Pd]([P](C2C=CC=CC=2)(C2C=CC=CC=2)C2C=CC=CC=2)([P](C2C=CC=CC=2)(C2C=CC=CC=2)C2C=CC=CC=2)[P](C2C=CC=CC=2)(C2C=CC=CC=2)C2C=CC=CC=2)(C2C=CC=CC=2)C2C=CC=CC=2)=CC=1.CN(C=O)C>[CH3:14][O:15][C:16]1[CH:21]=[CH:20][CH:19]=[CH:18][C:17]=1[C:2]1[C:10]2[O:9][C:8]([C:11]([OH:13])=[O:12])=[CH:7][C:6]=2[CH:5]=[CH:4][CH:3]=1 |f:2.3.4,^1:34,36,55,74|. Procedure details: 5.0 g (20.7 mmol) of 7-bromo-1-benzofuran-2-carboxylic acid (Example 29A) and 3.78 g (24.9 mmol) of 2-methoxyphenylboronic acid are introduced into 50 ml of DMF. Addition of 31.1 ml of 2 M sodium carbonate solution and 1.2 g (1.04 mmol) of Pd(PPh3)4 is followed by heating to 90° C. After 18 h, the solvent is distilled out. The residue is partitioned between 1N hydrochloric acid and ethyl acetate and extracted three times with 200 ml of ethyl acetate each time. The organic phase is dried over sod... Reactants: C(C)(C)(C)C=1C=C2CN(C(C2=CC1)=O)C1=C(C(=CC=C1)C1=NN(C(C(=C1)NC1=NC=NC=C1)=O)C)CO (5-tert-Butyl-2-(2-(hydroxymethyl)-3-(1-methyl-6-oxo-5-(pyrimidin-4-ylamino)-1,6-dihydropyridazin-3-yl)phenyl)isoindolin-1-one), ClC=1C=C(C(N(N1)C)=O)NC1=NN(C=C1)C1CN(C1)C(=O)OC(C)(C)C (tert-Butyl 3-(3-(6-Chloro-2-methyl-3-oxo-2,3-dihydropyridazin-4-ylamino)-1H-pyrazol-1-yl)azetidine-1-carboxylate), C(C)(=O)OCC1=C(C=CC=C1B1OC(C(O1)(C)C)(C)C)N1C(C2=CC=C(C=C2C1)C(C)(C)C)=O (2-(5-tert-Butyl-1-oxoisoindolin-2-yl)-6-(4,4,5,5-tetramethyl-1,3,2-dioxaborolan-2-yl)benzyl Acetate). Product: C(C)(C)(C)C=1C=C2CN(C(C2=CC1)=O)C=1C(=C(C=CC1)C=1C=C(C(N(N1)C)=O)NC1=NN(C=C1)C1CN(C1)C(=O)OC(C)(C)C)CO (tert-Butyl 3-(3-(6-(3-(5-tert-butyl-1-oxoisoindolin-2-yl)-2-(hydroxy-methyl)phenyl)-2-methyl-3-oxo-2,3-dihydropyridazin-4-ylamino)-1H-pyrazol-1-yl)-azetidine-1-carboxylate). RXN SMILES: [C:1]([C:5]1[CH:6]=[C:7]2[C:11](=[CH:12][CH:13]=1)[C:10](=[O:14])[N:9]([C:15]1[CH:20]=[CH:19][CH:18]=[C:17](C3C=C(NC4C=CN=CN=4)C(=O)N(C)N=3)[C:16]=1[CH2:36][OH:37])[CH2:8]2)([CH3:4])([CH3:3])[CH3:2].Cl[C:39]1[CH:40]=[C:41]([NH:47][C:48]2[CH:52]=[CH:51][N:50]([CH:53]3[CH2:56][N:55]([C:57]([O:59][C:60]([CH3:63])([CH3:62])[CH3:61])=[O:58])[CH2:54]3)[N:49]=2)[C:42](=[O:46])[N:43]([CH3:45])[N:44]=1.C(OCC1C(B2OC(C)(C)C(C)(C)O2)=CC=CC=1N1CC2C(=CC=C(C(C)(C)C)C=2)C1=O)(=O)C>>[C:1]([C:5]1[CH:6]=[C:7]2[C:11](=[CH:12][CH:13]=1)[C:10](=[O:14])[N:9]([C:15]1[C:16]([CH2:36][OH:37])=[C:17]([C:39]3[CH:40]=[C:41]([NH:47][C:48]4[CH:52]=[CH:51][N:50]([CH:53]5[CH2:56][N:55]([C:57]([O:59][C:60]([CH3:63])([CH3:62])[CH3:61])=[O:58])[CH2:54]5)[N:49]=4)[C:42](=[O:46])[N:43]([CH3:45])[N:44]=3)[CH:18]=[CH:19][CH:20]=1)[CH2:8]2)([CH3:4])([CH3:2])[CH3:3]. Reported procedure: Using the same general procedure as described for the preparation of 103, reaction of 105c (150 mg, 0.394 mmol) with 102f (201 mg, 0.433 mmol) afforded a crude product 105d which was used in the next step without purification. RXN SMILES: [OH-].[K+].[C:3]1([CH2:9][CH2:10][CH2:11][CH:12]([CH2:18][C:19]2[CH:24]=[CH:23][C:22]([O:25][CH2:26][CH2:27][O:28][N:29]=[C:30]([C:32]3[CH:37]=[CH:36][C:35]([C:38]4[CH:43]=[CH:42][CH:41]=[CH:40][N:39]=4)=[CH:34][CH:33]=3)[CH3:31])=[CH:21][CH:20]=2)[C:13]([O:15]CC)=[O:14])[CH:8]=[CH:7][CH:6]=[CH:5][CH:4]=1>C(O)C>[C:3]1([CH2:9][CH2:10][CH2:11][CH:12]([CH2:18][C:19]2[CH:24]=[CH:23][C:22]([O:25][CH2:26][CH2:27][O:28][N:29]=[C:30]([C:32]3[CH:37]=[CH:36][C:35]([C:38]4[CH:43]=[CH:42][CH:41]=[CH:40][N:39]=4)=[CH:34][CH:33]=3)[CH3:31])=[CH:21][CH:20]=2)[C:13]([OH:15])=[O:14])[CH:8]=[CH:7][CH:6]=[CH:5][CH:4]=1 |f:0.1|. The solvent is C(C)O (ethanol). Starting materials: [OH-].[K+] (potassium hydroxide), C1(=CC=CC=C1)CCCC(C(=O)OCC)CC1=CC=C(C=C1)OCCON=C(C)C1=CC=C(C=C1)C1=NC=CC=C1 (ethyl 2-(3-phenylpropyl)-3-[4-[2-[[1-[4(2-pyridyl)phenyl]ethylidene]aminoxy]ethoxy]phenyl]propionate). The yield is 96.6%. Procedure: 0.67 g of potassium hydroxide was added to a solution of 1.20 g of ethyl 2-(3-phenylpropyl)-3-[4-[2-[[1-[4(2-pyridyl)phenyl]ethylidene]aminoxy]ethoxy]phenyl]propionate obtained in Example 19 in 20 ml of ethanol, and the mixture was stirred at 80° C. for 2 hours. After the reaction, the reaction mixture was concentrated. To the residue were added water, ice and ethyl acetate and the pH of the reaction mixture was adjusted to a value of 4 with 3N hydrochloric acid. Then, the ethyl acetate layer wa... Conditions: temperature 80 celsius, time 2 hour. The product is C1(=CC=CC=C1)CCCC(C(=O)O)CC1=CC=C(C=C1)OCCON=C(C)C1=CC=C(C=C1)C1=NC=CC=C1 (2-(3-Phenylpropyl)-3-[4-[2-[[1-[4-(2-pyridyl)phenyl]ethylidene]aminoxy]ethoxy]phenyl]propionic acid). Reactants: BrC1=CC=C(C=C1)O (4-bromophenol), C([O-])([O-])=O.[K+].[K+] (potassium carbonate), ClCCSC (2-chloroethylmethylsulfide), [I-].[Na+] (sodium iodide). Run in CN(C)C=O (DMF), O (water). Reaction conditions: temperature 90 celsius, time 16 hour. Product: BrC1=CC=C(C=C1)OCCSC (1-bromo-4-(2-methylthioethoxy)benzene). As a reaction SMILES: [Br:1][C:2]1[CH:7]=[CH:6][C:5]([OH:8])=[CH:4][CH:3]=1.C(=O)([O-])[O-].[K+].[K+].Cl[CH2:16][CH2:17][S:18][CH3:19].[I-].[Na+]>CN(C=O)C.O>[Br:1][C:2]1[CH:7]=[CH:6][C:5]([O:8][CH2:16][CH2:17][S:18][CH3:19])=[CH:4][CH:3]=1 |f:1.2.3,5.6|. Procedure details: In DMF (120 ml) was dissolved 4-bromophenol (15 g). To the mixture was added at room temperature potassium carbonate (21.6 g) and then were added 2-chloroethylmethylsulfide (10 ml) and sodium iodide (15.6 g), and the mixture was stirred at 90° C. for 16 hours and cooled to room temperature. The reaction mixture was added to water, and the mixture was extracted with ethyl acetate, washed with saturated brine and dried with magnesium sulfate. Under reduced pressure, the solvent was evaporated, and...